From a dataset of the Open Reaction Database (ORD), a public repository of structured organic reaction records. describe an organic reaction: reactants, conditions, products, and yield The reactants are O[C@H](C)[C@@H]1[C@H]2N(C(=C([C@@H]2C)OP(=O)(OC2=CC=CC=C2)OC2=CC=CC=C2)C(=O)OCC=C)C1=O (allyl (1R,5S,6S)-6-[(R)-1-hydroxyethyl]-1-methyl-2-diphenoxyphosphoryloxy-1-carbapen-2-em-3-carboxylate), C(C=C)OC(=O)N1[C@@H](C[C@@H](C1)S)CC1C[C@H](N(C1)C(=O)OCC=C)C(N)=O ((2R,4S)-N-allyloxycarbonyl-2-[(2S)-N-allyloxycarbonyl-2-carbamoylpyrrolidin-4-ylmethyl]-4-mercaptopyrrolidine), C(C)(C)N(C(C)C)CC (N,N-diisopropylethylamine). Yields the product C(C=C)OC(=O)N1[C@@H](C[C@@H](C1)SC=1[C@@H]([C@H]2N(C1C(=O)OCC=C)C([C@@H]2[C@@H](C)O)=O)C)CC2C[C@H](N(C2)C(=O)OCC=C)C(N)=O (allyl (1R,5S,6S)-2-[(2R,4S)-N-allyloxycarbonyl-2-[(2S)-N-allyloxycarbonyl-2-carbamoylpyrrolidin-4-ylmethyl]pyrrolidin-4-ylthio]-6-[(R)-1-hydroxyethyl]-1-methyl-1-carbapen-2-em-3-carboxylate). Isolated yield 78.9%. Reaction SMILES: [OH:1][C@@H:2]([C@H:4]1[C:34](=[O:35])[N:6]2[C:7]([C:28]([O:30][CH2:31][CH:32]=[CH2:33])=[O:29])=[C:8](OP(OC3C=CC=CC=3)(OC3C=CC=CC=3)=O)[C@H:9]([CH3:10])[C@@H:5]12)[CH3:3].[CH2:36]([O:39][C:40]([N:42]1[CH2:46][C@@H:45]([SH:47])[CH2:44][C@H:43]1[CH2:48][CH:49]1[CH2:53][N:52]([C:54]([O:56][CH2:57][CH:58]=[CH2:59])=[O:55])[C@H:51]([C:60](=[O:62])[NH2:61])[CH2:50]1)=[O:41])[CH:37]=[CH2:38].C(N(CC)C(C)C)(C)C>>[CH2:36]([O:39][C:40]([N:42]1[CH2:46][C@@H:45]([S:47][C:8]2[C@H:9]([CH3:10])[C@@H:5]3[C@@H:4]([C@H:2]([OH:1])[CH3:3])[C:34](=[O:35])[N:6]3[C:7]=2[C:28]([O:30][CH2:31][CH:32]=[CH2:33])=[O:29])[CH2:44][C@H:43]1[CH2:48][CH:49]1[CH2:53][N:52]([C:54]([O:56][CH2:57][CH:58]=[CH2:59])=[O:55])[C@H:51]([C:60](=[O:62])[NH2:61])[CH2:50]1)=[O:41])[CH:37]=[CH2:38]. Reported procedure: The same procedure as in Example 8-1 was carried out by using allyl (1R,5S,6S)-6-[(R)-1-hydroxyethyl]-1-methyl-2-diphenoxyphosphoryloxy-1-carbapen-2-em-3-carboxylate (264 mg, 0.49 mmol), (2R,4S)-N-allyloxycarbonyl-2-[(2S)-N-allyloxycarbonyl-2-carbamoylpyrrolidin-4-ylmethyl]-4-mercaptopyrrolidine (210 mg, 0.49 mmol) and N,N-diisopropylethylamine (92 μl, 0.49 mmol) to obtain allyl (1R,5S,6S)-2-[(2R,4S)-N-allyloxycarbonyl-2-[(2S)-N-allyloxycarbonyl-2-carbamoylpyrrolidin-4-ylmethyl]pyrrolidin-4-ylth... The reactants are CC=1N=COC1C(C1=CC=CC=C1)=NOCC1=CC=CC(=N1)N (6-[({[(4-methyl-1,3-oxazol-5-yl)(phenyl)methylene]amino}oxy)methyl]pyridin-2-amine), N1=CC=CC=C1 (pyridine), C(CCCCC)(=O)Cl (n-hexanoyl chloride). The solvent is ClCCl (dichloromethane). Reaction conditions: time 4 hour. Yields the product CC=1N=COC1C(C1=CC=CC=C1)=NOCC1=CC=CC(=N1)NC(CCCCC)=O (N-{6-[({[(4-methyl-1,3-oxazol-5-yl)(phenyl)methylene]amino}oxy)methyl]pyridin-2-yl}hexanamide). Reaction SMILES: [CH3:1][C:2]1[N:3]=[CH:4][O:5][C:6]=1[C:7](=[N:14][O:15][CH2:16][C:17]1[N:22]=[C:21]([NH2:23])[CH:20]=[CH:19][CH:18]=1)[C:8]1[CH:13]=[CH:12][CH:11]=[CH:10][CH:9]=1.N1C=CC=CC=1.[C:30](Cl)(=[O:36])[CH2:31][CH2:32][CH2:33][CH2:34][CH3:35]>ClCCl>[CH3:1][C:2]1[N:3]=[CH:4][O:5][C:6]=1[C:7](=[N:14][O:15][CH2:16][C:17]1[N:22]=[C:21]([NH:23][C:30](=[O:36])[CH2:31][CH2:32][CH2:33][CH2:34][CH3:35])[CH:20]=[CH:19][CH:18]=1)[C:8]1[CH:9]=[CH:10][CH:11]=[CH:12][CH:13]=1. Reported procedure: To a stirred solution of 6-[({[(4-methyl-1,3-oxazol-5-yl)(phenyl)methylene]amino}oxy)methyl]pyridin-2-amine (90 mg, 0.29 mmol) in dichloromethane (2 mL) were added pyridine (35 mg, 0.44 mmol) and after 15 min stirring n-hexanoyl chloride (43 mg, 0.32 mmol). After stirring at room temperature for 4 h the mixture was passed through a cartridge filled with basic alumina and 1 g silica. After rinsing with dichloromethane the final compound was eluted with heptane/ethylacetate (1/1) to afford after e...